Dataset: the Open Reaction Database (ORD), a public repository of structured organic reaction records. Task: describe an organic reaction: reactants, conditions, products, and yield Starting materials: [BH4-].[Na+] (Sodium borohydride), FC1=C(C=CC(=C1)F)C=1N=C(SC1C=1C=CC=2N(N1)C(=NN2)C(C)C)C2CCC(CC2)=O (4-(4-(2,4-difluorophenyl)-5-(3-isopropyl-[1,2,4]triazolo[4,3-b]pyridazin-6-yl)thiazol-2-yl)cyclohexanone), CC(=O)C (Acetone). Run in CO (MeOH). Reaction conditions: temperature -5 celsius, time 5 minute. Product: FC1=C(C=CC(=C1)F)C=1N=C(SC1C=1C=CC=2N(N1)C(=NN2)C(C)C)[C@H]2CC[C@H](CC2)O (cis-4-(4-(2,4-Difluorophenyl)-5-(3-isopropyl-[1,2,4]triazolo[4,3-b]pyridazin-6-yl)thiazol-2-yl)cyclohexanol). RXN SMILES: [F:1][C:2]1[CH:7]=[C:6]([F:8])[CH:5]=[CH:4][C:3]=1[C:9]1[N:10]=[C:11]([CH:26]2[CH2:31][CH2:30][C:29](=[O:32])[CH2:28][CH2:27]2)[S:12][C:13]=1[C:14]1[CH:15]=[CH:16][C:17]2[N:18]([C:20]([CH:23]([CH3:25])[CH3:24])=[N:21][N:22]=2)[N:19]=1.[BH4-].[Na+].CC(C)=O>CO>[F:1][C:2]1[CH:7]=[C:6]([F:8])[CH:5]=[CH:4][C:3]=1[C:9]1[N:10]=[C:11]([C@@H:26]2[CH2:31][CH2:30][C@H:29]([OH:32])[CH2:28][CH2:27]2)[S:12][C:13]=1[C:14]1[CH:15]=[CH:16][C:17]2[N:18]([C:20]([CH:23]([CH3:25])[CH3:24])=[N:21][N:22]=2)[N:19]=1 |f:1.2|. Procedure: The 4-(4-(2,4-difluorophenyl)-5-(3-isopropyl-[1,2,4]triazolo[4,3-b]pyridazin-6-yl)thiazol-2-yl)cyclohexanone (0.495 g, 1.09 mmol, Example #26, Step B) was dissolved in MeOH (5 mL) then cooled to about −5° C. Sodium borohydride (0.0413 g, 1.09 mmol) was added and the mixture was stirred for about 5 min. Acetone was added then the solvents were concentrated under reduced pressure and the residue was purified by flash chromatography on silica gel with DCM/MeOH (95:5) as an eluent then by RP-HPLC (T... Starting materials: Cc1ccccc1N1CCc2c(Cl)nc3c(C)cccc3c21, CCO. Yields the product Cc1ccccc1N1CCc2cnc3c(C)cccc3c21. Reaction SMILES: [CH3:1][c:2]1[c:3]([N:8]2[CH2:9][CH2:10][c:11]3[c:12]([Cl:22])[n:13][c:14]4[c:15]([CH3:21])[cH:16][cH:17][cH:18][c:19]4[c:20]32)[cH:4][cH:5][cH:6][cH:7]1.[CH3:23][CH2:24][OH:25]>>[CH3:1][c:2]1[c:3]([N:8]2[CH2:9][CH2:10][c:11]3[cH:12][n:13][c:14]4[c:15]([CH3:21])[cH:16][cH:17][cH:18][c:19]4[c:20]32)[cH:4][cH:5][cH:6][cH:7]1. Starting materials: NC=1C=CC(=C(C1)[C@]1(N=C(OCC1(F)F)N)C)F ((R)-4-(5-amino-2-fluoro-phenyl)-5,5-difluoro-4-methyl-5,6-dihydro-4H-[1,3]oxazin-2-ylamine), CC1=C(NN=C1)C(=O)O (4-methyl-2H-pyrazole-3-carboxylic acid). Yields the product NC=1OCC([C@@](N1)(C)C=1C=C(C=CC1F)NC(=O)C=1NN=CC1C)(F)F (4-Methyl-2H-pyrazole-3-carboxylic acid [3-((R)-2-amino-5,5-difluoro-4-methyl-5,6-dihydro-4H-[1,3]oxazin-4-yl)-4-fluoro-phenyl]-amide). As a reaction SMILES: [NH2:1][C:2]1[CH:3]=[CH:4][C:5]([F:18])=[C:6]([C@:8]2([CH3:17])[C:13]([F:15])([F:14])[CH2:12][O:11][C:10]([NH2:16])=[N:9]2)[CH:7]=1.[CH3:19][C:20]1[CH:24]=[N:23][NH:22][C:21]=1[C:25](O)=[O:26]>>[NH2:16][C:10]1[O:11][CH2:12][C:13]([F:14])([F:15])[C@:8]([C:6]2[CH:7]=[C:2]([NH:1][C:25]([C:21]3[NH:22][N:23]=[CH:24][C:20]=3[CH3:19])=[O:26])[CH:3]=[CH:4][C:5]=2[F:18])([CH3:17])[N:9]=1. Procedure: The condensation of (R)-4-(5-amino-2-fluoro-phenyl)-5,5-difluoro-4-methyl-5,6-dihydro-4H-[1,3]oxazin-2-ylamine (intermediate XI-1) and 4-methyl-2H-pyrazole-3-carboxylic acid (CAS82231-51-4; B. Pelcman et al., WO2006032851) following procedure I yielded the title compound as a white solid. MS (ISP): m/z=368.1 [M+H]+. Reactants: CCCCCC1CCC(C=CCOc2ccc(C(=O)O)cc2)CC1, CN(C)c1ccncc1, C(=NC1CCCCC1)=NC1CCCCC1, ClCCl, N#Cc1ccc(O)cc1F. Yields the product CCCCCC1CCC(C=CCOc2ccc(C(=O)Oc3ccc(C#N)c(F)c3)cc2)CC1. RXN SMILES: [CH2:11]([CH2:12][CH2:13][CH2:14][CH3:15])[CH:16]1[CH2:17][CH2:18][CH:19]([CH:22]=[CH:23][CH2:24][O:25][c:26]2[cH:27][cH:28][c:29]([C:30](=[O:31])[OH:32])[cH:33][cH:34]2)[CH2:20][CH2:21]1.[CH3:50][N:51]([CH3:52])[c:53]1[cH:54][cH:55][n:56][cH:57][cH:58]1.[CH:35]1([N:36]=[C:37]=[N:38][CH:39]2[CH2:40][CH2:41][CH2:42][CH2:43][CH2:44]2)[CH2:45][CH2:46][CH2:47][CH2:48][CH2:49]1.[Cl:59][CH2:60][Cl:61].[OH:1][c:2]1[cH:3][c:4]([F:10])[c:5]([C:6]#[N:7])[cH:8][cH:9]1>>[O:1]([c:2]1[cH:3][c:4]([F:10])[c:5]([C:6]#[N:7])[cH:8][cH:9]1)[C:30]([c:29]1[cH:28][cH:27][c:26]([O:25][CH2:24][CH:23]=[CH:22][CH:19]2[CH2:18][CH2:17][CH:16]([CH2:11][CH2:12][CH2:13][CH2:14][CH3:15])[CH2:21][CH2:20]2)[cH:34][cH:33]1)=[O:31]. Starting materials: O1CCOC2=C1C=CC(=C2)NC(=N)C2=CC=C(C=C2)F (N-(2,3-Dihydro-1,4-benzodioxin-6-yl)-4-fluorobenzenecarboxamidine), C([O-])(O)=O.[Na+] (sodium bicarbonate), BrCC(C(=O)OCC)=O (ethyl bromopyruvate). Solvent: O1CCOCC1 (1,4-dioxane). Yields the product O1CCOC2=C1C=CC(=C2)N2C(=NC(=C2)C(=O)OCC)C2=CC=C(C=C2)F (Ethyl 1-(2,3-dihydro-1,4-benzodioxin-6-yl)-2-(4-fluorophenyl)-1H-imidazole-4-carboxylate). Reaction SMILES: [O:1]1[C:6]2[CH:7]=[CH:8][C:9]([NH:11][C:12]([C:14]3[CH:19]=[CH:18][C:17]([F:20])=[CH:16][CH:15]=3)=[NH:13])=[CH:10][C:5]=2[O:4][CH2:3][CH2:2]1.C(=O)(O)[O-].[Na+].Br[CH2:27][C:28](=O)[C:29]([O:31][CH2:32][CH3:33])=[O:30]>O1CCOCC1>[O:1]1[C:6]2[CH:7]=[CH:8][C:9]([N:11]3[CH:27]=[C:28]([C:29]([O:31][CH2:32][CH3:33])=[O:30])[N:13]=[C:12]3[C:14]3[CH:19]=[CH:18][C:17]([F:20])=[CH:16][CH:15]=3)=[CH:10][C:5]=2[O:4][CH2:3][CH2:2]1 |f:1.2|. Procedure details: To a mixture of the compound from Step A and 4.0 g (48 mmol) of sodium bicarbonate in 50 mL of 1,4-dioxane was added 3.0 mL (24 mmol) of ethyl bromopyruvate. The reaction mixture was refluxed overnight. After cooling to room temperature, the solid was filtered off and the filtrate was concentrated in vacuo. Flash chromatography on a Biotage Horizon® system (silica gel, 0 to 50% ethyl acetate in hexanes gradient) gave the title compound as yellow solid. LC/MS 369.1 (M+1). Starting materials: Cl (HCl), N(=O)[O-].[Na+] (NaNO2), NC1=CC(NC(N1CCCC)=O)=O (6-amino-1-butyl-2,4-(1H,3H)-pyrimidinedione). Solvent: O (water), O (water). The product is NC1=C(C(NC(N1CCCC)=O)=O)N=O (6-amino-1-butyl-5-nitroso-2,4-(1H,3H)-pyrimidinedione). As a reaction SMILES: [NH2:1][C:2]1[N:7]([CH2:8][CH2:9][CH2:10][CH3:11])[C:6](=[O:12])[NH:5][C:4](=[O:13])[CH:3]=1.Cl.[N:15]([O-])=[O:16].[Na+]>O>[NH2:1][C:2]1[N:7]([CH2:8][CH2:9][CH2:10][CH3:11])[C:6](=[O:12])[NH:5][C:4](=[O:13])[C:3]=1[N:15]=[O:16] |f:2.3|. Reported procedure: To 50.6 g (0.276 mol) of 6-amino-1-butyl-2,4-(1H,3H)-pyrimidinedione (VIII) dissolved in 1.8 l of water at 80° C. was added 60 ml of 5 N HCl and 20 g (0.29 mol) of NaNO2 which were dissolved in water. After cooling the red crystals were filtered off and washed with water. Yield 52.8 g (97%) (IX), NMR. Starting materials: C[Mg]Br (methyl magnesium bromide), C(C#CC)N1C(=NC(=C1C(=O)OCC)C=O)N1CCN(CC1)C(=O)OC(C)(C)C (t-butyl 4-[1-(2-butynyl)-5-ethoxycarbonyl-4-formyl-1H-imidazol-2-yl]piperazine-1-carboxylate), [Cl-].[NH4+] (ammonium chloride). The solvent is O1CCCC1 (tetrahydrofuran), O1CCCC1 (tetrahydrofuran). The product is C(C#CC)N1C(=NC(=C1C(=O)OCC)C(C)O)N1CCN(CC1)C(=O)OC(C)(C)C (t-Butyl 4-[1-(2-butynyl)-5-ethoxycarbonyl-4-(1-hydroxyethyl)-1H-imidazol-2-yl]piperazine-1-carboxylate). Reaction SMILES: [CH3:1][Mg]Br.[CH2:4]([N:8]1[C:12]([C:13]([O:15][CH2:16][CH3:17])=[O:14])=[C:11]([CH:18]=[O:19])[N:10]=[C:9]1[N:20]1[CH2:25][CH2:24][N:23]([C:26]([O:28][C:29]([CH3:32])([CH3:31])[CH3:30])=[O:27])[CH2:22][CH2:21]1)[C:5]#[C:6][CH3:7].[Cl-].[NH4+]>O1CCCC1>[CH2:4]([N:8]1[C:12]([C:13]([O:15][CH2:16][CH3:17])=[O:14])=[C:11]([CH:18]([OH:19])[CH3:1])[N:10]=[C:9]1[N:20]1[CH2:25][CH2:24][N:23]([C:26]([O:28][C:29]([CH3:31])([CH3:30])[CH3:32])=[O:27])[CH2:22][CH2:21]1)[C:5]#[C:6][CH3:7] |f:2.3|. Procedure details: 0.5 ml of a 0.3 M tetrahydrofuran solution of methyl magnesium bromide was added to a 3 ml tetrahydrofuran solution of 0.050 g of t-butyl 4-[1-(2-butynyl)-5-ethoxycarbonyl-4-formyl-1H-imidazol-2-yl]piperazine-1-carboxylate at −70° C. under a nitrogen atmosphere, and the mixture was allowed to warm to room temperature. 10 ml of a 5% aqueous ammonium chloride solution was added to this solution, and the mixture was extracted with 30 ml of ethyl acetate. The organic layer was washed successively wi...